Dataset: the Open Reaction Database (ORD), a public repository of structured organic reaction records. Task: describe an organic reaction: reactants, conditions, products, and yield The reactants are C1CCOC1, CCOC(=O)c1csc(CC(C)C)n1, Cl, [Li+], [OH-], O, O. The product is CC(C)Cc1nc(C(=O)O)cs1. Reaction SMILES: [CH2:19]1[O:20][CH2:21][CH2:22][CH2:23]1.[CH2:4]([CH:5]([CH3:6])[CH3:7])[c:8]1[s:9][cH:10][c:11]([C:13](=[O:14])[O:15][CH2:16][CH3:17])[n:12]1.[ClH:18].[Li+:3].[OH-:2].[OH2:1].[OH2:24]>>[CH2:4]([CH:5]([CH3:6])[CH3:7])[c:8]1[s:9][cH:10][c:11]([C:13](=[O:14])[OH:15])[n:12]1.